From a dataset of the Open Reaction Database (ORD), a public repository of structured organic reaction records. describe an organic reaction: reactants, conditions, products, and yield Reactants: CC1=NC=C(C=C1C(=O)C1=C(C=O)C=CC=C1)C1=CC=CC=C1 (2-[(2-methyl-5-phenylpyridin-3-yl)carbonyl]benzaldehyde), CO (MeOH), [Li+].C[Si](C)(C)[N-][Si](C)(C)C (LiHMDS). The solvent is CCOC(=O)C (EtOAc). Run at temperature 100 celsius. The product is C1(=CC=CC=C1)C=1C=C2C(=NC1)C=CC1=C(C2=O)C=CC=C1 (3-phenyl-5H-benzo[4,5]cyclohepta[1,2-b]pyridin-5-one). RXN SMILES: [CH3:1][C:2]1[C:7]([C:8]([C:10]2[CH:17]=[CH:16][CH:15]=[CH:14][C:11]=2[CH:12]=O)=[O:9])=[CH:6][C:5]([C:18]2[CH:23]=[CH:22][CH:21]=[CH:20][CH:19]=2)=[CH:4][N:3]=1.CO.[Li+].C[Si]([N-][Si](C)(C)C)(C)C>CCOC(C)=O>[C:18]1([C:5]2[CH:6]=[C:7]3[C:8](=[O:9])[C:10]4[CH:17]=[CH:16][CH:15]=[CH:14][C:11]=4[CH:12]=[CH:1][C:2]3=[N:3][CH:4]=2)[CH:23]=[CH:22][CH:21]=[CH:20][CH:19]=1 |f:2.3|. Procedure details: A flask was charged with 2-[(2-methyl-5-phenylpyridin-3-yl)carbonyl]benzaldehyde (6.2 mg, 0.02 mmol) and MeOH (1 mL). LiHMDS (25 μl, 1.0 M in THF) was added and the vessel was heated in the Biotage Initiator series microwave for 30 min. at 100° C. The mixture was then diluted with EtOAc, washed with water and brine, then dried over Na2SO4. The solution was concentrated in vacuo and purified by reverse phase HPLC (0-100% CH3CN/water with a 0.1% TFA modifier) to afford the title compound. 1H NMR (...